The task is: describe an organic reaction: reactants, conditions, products, and yield. This data is from the Open Reaction Database (ORD), a public repository of structured organic reaction records. Starting materials: Cc1ccc(Br)cc1, C1CCOC1, [Cl-], [Cl-], Clc1cccc2ocnc12, [Zn+2], c1ccc(P(c2ccccc2)(c2ccccc2)[Pd](P(c2ccccc2)(c2ccccc2)c2ccccc2)(P(c2ccccc2)(c2ccccc2)c2ccccc2)P(c2ccccc2)(c2ccccc2)c2ccccc2)cc1. Yields the product Cc1ccc(-c2cccc3ocnc23)cc1. RXN SMILES: [Br:1][c:2]1[cH:3][cH:4][c:5]([CH3:8])[cH:6][cH:7]1.[CH2:19]1[O:20][CH2:21][CH2:22][CH2:23]1.[Cl-:24].[Cl-:26].[Cl:9][c:10]1[cH:11][cH:12][cH:13][c:14]2[c:15]1[n:16][cH:17][o:18]2.[Zn+2:25].[cH:27]1[cH:28][cH:29][c:30]([P:31]([Pd:32]([P:33]([c:34]2[cH:35][cH:36][cH:37][cH:38][cH:39]2)([c:40]2[cH:41][cH:42][cH:43][cH:44][cH:45]2)[c:46]2[cH:47][cH:48][cH:49][cH:50][cH:51]2)([P:52]([c:53]2[cH:54][cH:55][cH:56][cH:57][cH:58]2)([c:59]2[cH:60][cH:61][cH:62][cH:63][cH:64]2)[c:65]2[cH:66][cH:67][cH:68][cH:69][cH:70]2)[P:71]([c:72]2[cH:73][cH:74][cH:75][cH:76][cH:77]2)([c:78]2[cH:79][cH:80][cH:81][cH:82][cH:83]2)[c:84]2[cH:85][cH:86][cH:87][cH:88][cH:89]2)([c:90]2[cH:91][cH:92][cH:93][cH:94][cH:95]2)[c:96]2[cH:97][cH:98][cH:99][cH:100][cH:101]2)[cH:102][cH:103]1>>[c:2]1(-[c:10]2[cH:11][cH:12][cH:13][c:14]3[c:15]2[n:16][cH:17][o:18]3)[cH:3][cH:4][c:5]([CH3:8])[cH:6][cH:7]1. Reactants: BrC1=C(C=CC(=C1)O)C=1OC2=C(C1)C=C(C=C2)O (2-(2-Bromo-4-hydroxy-phenyl)-benzofuran-5-ol), C1(=CC=CC=C1)B(O)O (phenylboronic acid), Cl (HCl). Reagents/catalysts: C=1C=CC(=CC1)[P](C=2C=CC=CC2)(C=3C=CC=CC3)[Pd]([P](C=4C=CC=CC4)(C=5C=CC=CC5)C=6C=CC=CC6)([P](C=7C=CC=CC7)(C=8C=CC=CC8)C=9C=CC=CC9)[P](C=1C=CC=CC1)(C=1C=CC=CC1)C=1C=CC=CC1 (Pd(PPh3)4). The solvent is CCO (EtOH). Product: OC=1C=CC(=C(C1)C1=CC=CC=C1)C=1OC2=C(C1)C=C(C=C2)O (2-(5-Hydroxy-biphenyl-2-yl)-benzofuran-5-ol). The yield is 47.9%. Reaction SMILES: Br[C:2]1[CH:7]=[C:6]([OH:8])[CH:5]=[CH:4][C:3]=1[C:9]1[O:10][C:11]2[CH:17]=[CH:16][C:15]([OH:18])=[CH:14][C:12]=2[CH:13]=1.[C:19]1(B(O)O)[CH:24]=[CH:23][CH:22]=[CH:21][CH:20]=1.Cl>C1C=CC([P]([Pd]([P](C2C=CC=CC=2)(C2C=CC=CC=2)C2C=CC=CC=2)([P](C2C=CC=CC=2)(C2C=CC=CC=2)C2C=CC=CC=2)[P](C2C=CC=CC=2)(C2C=CC=CC=2)C2C=CC=CC=2)(C2C=CC=CC=2)C2C=CC=CC=2)=CC=1.CCO>[OH:8][C:6]1[CH:5]=[CH:4][C:3]([C:9]2[O:10][C:11]3[CH:17]=[CH:16][C:15]([OH:18])=[CH:14][C:12]=3[CH:13]=2)=[C:2]([C:19]2[CH:24]=[CH:23][CH:22]=[CH:21][CH:20]=2)[CH:7]=1 |^1:32,34,53,72|. Procedure: Compound 102 (0.2 g, 0.69 mmol) in a solution consisting of Tol/EtOH/2M Na2CO3 aq (5/1/5) was treated with phenylboronic acid (0.12 g, 1.0 mmol) and cat Pd(PPh3)4 and heated to reflux until TLC analysis indicated complete reaction. The reaction was worked up by acidifying with 2 N HCl aq and extracting with EtOAc. The organic layer was washed with saturated NaHCO3 aq, brine, and dried over MgSO4. After filtering and concentrating, the crude material was chromatographed on silica gel (1:9 EtOAc/h... The reagents and catalysts are CC1=CC(=C(C(=C1)C)N2CCN(C2=[Ru](=CC3=C(C=CC=C3)OC(C)C)(Cl)Cl)C4=C(C=C(C=C4C)C)C)C (Hoveyda-Grubbs catalyst 2nd generation). Yields the product C(C)(C)(C)O[C@H](C(=O)O)C1=C2N3CCC(OCCCC[C@@H](OC4=CC(=CC(=C4COCC4=NN2C(N=C1C)=C4)F)F)C)(CC3)C ((2S)-2-(tert-Butoxy)-2-[(20S)-14,16-difluoro-4,20,26-trimethyl-11,19,25-trioxa-1,5,7,8-tetraazapentacyclo[24.2.2.16,9.02,7.013,18]hentriaconta-2,4,6(31),8,13,15,17-heptaen-3-yl]acetic acid). Yield: 19.3%. The reactants are C(C)(C)(C)O[C@H](C(=O)O)C1=C2N3CCC(OCC=CC[C@@H](OC4=CC(=CC(=C4COCC4=NN2C(N=C1C)=C4)F)F)C)(CC3)C ((2S)-2-(tert-butoxy)-2-[(20S)-14,16-difluoro-4,20,26-trimethyl-11,19,25-trioxa-1,5,7,8-tetraazapentacyclo[24.2.2.16,9.02,7.013,18]hentriaconta-2,4,6(31),8,13,15,17,22-octaen-3-yl]acetic acid), [BH4-].[Na+] (sodium borohydride). Solvent: C(C)O (ethanol). Reaction conditions: time 30 minute. Procedure: To a solution of (2S)-2-(tert-butoxy)-2-[(20S)-14,16-difluoro-4,20,26-trimethyl-11,19,25-trioxa-1,5,7,8-tetraazapentacyclo[24.2.2.16,9.02,7.013,18]hentriaconta-2,4,6(31),8,13,15,17,22-octaen-3-yl]acetic acid (0.020 g, 0.032 mmol) in ethanol (0.5 mL) were added Hoveyda-Grubbs catalyst 2nd generation (3.99 mg, 6.36 μmol) and sodium borohydride (6.02 mg, 0.159 mmol) and the mixture was stirred at rt. After 30 min, the mixture was quenched with water and the product was extracted with EtOAc. The org... As a reaction SMILES: [C:1]([O:5][C@@H:6]([C:10]1[C:37]([CH3:38])=[N:36][C:35]2=[CH:39][C:32]3=[N:33][N:34]2[C:11]=1[N:12]1[CH2:44][CH2:43][C:15]([CH3:45])([O:16][CH2:17][CH:18]=[CH:19][CH2:20][C@H:21]([CH3:42])[O:22][C:23]2[C:28]([CH2:29][O:30][CH2:31]3)=[C:27]([F:40])[CH:26]=[C:25]([F:41])[CH:24]=2)[CH2:14][CH2:13]1)[C:7]([OH:9])=[O:8])([CH3:4])([CH3:3])[CH3:2].[BH4-].[Na+]>C(O)C.CC1C=C(C)C(N2C(=[Ru](Cl)(Cl)=CC3C=CC=CC=3OC(C)C)N(C3C(C)=CC(C)=CC=3C)CC2)=C(C)C=1>[C:1]([O:5][C@@H:6]([C:10]1[C:37]([CH3:38])=[N:36][C:35]2=[CH:39][C:32]3=[N:33][N:34]2[C:11]=1[N:12]1[CH2:44][CH2:43][C:15]([CH3:45])([O:16][CH2:17][CH2:18][CH2:19][CH2:20][C@H:21]([CH3:42])[O:22][C:23]2[C:28]([CH2:29][O:30][CH2:31]3)=[C:27]([F:40])[CH:26]=[C:25]([F:41])[CH:24]=2)[CH2:14][CH2:13]1)[C:7]([OH:9])=[O:8])([CH3:4])([CH3:2])[CH3:3] |f:1.2|. Starting materials: CN(S(=O)(=O)N1C(=NC(=C1)C(O)C1=C(C=C(C=C1CC)OC1=CC=CC=C1)CC)[Si](C)(C)C(C)(C)C)C (rac-2-(tert-butyl-dimethyl-silanyl)-4-[(2,6-diethyl-4-phenoxy-phenyl)-hydroxy-methyl]-imidazole-1-sulfonic acid dimethylamide), C(C)[SiH](CC)CC (triethylsilane), FC(C(=O)O)(F)F (trifluoroacetic acid). The solvent is ClCCl (dichloromethane). Yields the product C(C)C1=C(CC=2N=CNC2)C(=CC(=C1)OC1=CC=CC=C1)CC (4-(2,6-Diethyl-4-phenoxy-benzyl)-1H-imidazole). RXN SMILES: CN(C)S([N:6]1[CH:10]=[C:9]([CH:11]([C:13]2[C:18]([CH2:19][CH3:20])=[CH:17][C:16]([O:21][C:22]3[CH:27]=[CH:26][CH:25]=[CH:24][CH:23]=3)=[CH:15][C:14]=2[CH2:28][CH3:29])O)[N:8]=[C:7]1[Si](C(C)(C)C)(C)C)(=O)=O.C([SiH](CC)CC)C.FC(F)(F)C(O)=O>ClCCl>[CH2:28]([C:14]1[CH:15]=[C:16]([O:21][C:22]2[CH:27]=[CH:26][CH:25]=[CH:24][CH:23]=2)[CH:17]=[C:18]([CH2:19][CH3:20])[C:13]=1[CH2:11][C:9]1[N:8]=[CH:7][NH:6][CH:10]=1)[CH3:29]. Procedure details: Prepared in analogy to Example 57(e) from rac-2-(tert-butyl-dimethyl-silanyl)-4-[(2,6-diethyl-4-phenoxy-phenyl)-hydroxy-methyl]-imidazole-1-sulfonic acid dimethylamide, triethylsilane and trifluoroacetic acid in dichloromethane in a pressure tube at 100° C. for 16 h. White crystalline solid. MS (ISP): 307.3 ([M+H]+).